Dataset: the Open Reaction Database (ORD), a public repository of structured organic reaction records. Task: describe an organic reaction: reactants, conditions, products, and yield Reactants: CN (methylamine), NC1=C(C=CC=2OCOC21)C(=O)O (4-aminobenzo[d][1,3]dioxole-5-carboxylic acid), CCN(C(C)C)C(C)C (N,N′-diisopropylethylamine), O-(7-azabenzotriazol-1-yl)-N,N,N′,N″-tetramethyluronium hexafluorophosphate. Solvent: C(C)#N (acetonitrile). Reaction conditions: time 12 hour. Product: NC1=C(C=CC=2OCOC21)C(=O)NC (4-amino-N-methylbenzo[d][1,3]dioxole-5-carboxamide). Yield: 82.0%. As a reaction SMILES: CN.[NH2:3][C:4]1[C:12]2[O:11][CH2:10][O:9][C:8]=2[CH:7]=[CH:6][C:5]=1[C:13]([OH:15])=O.C[CH2:17][N:18](C(C)C)C(C)C>C(#N)C>[NH2:3][C:4]1[C:12]2[O:11][CH2:10][O:9][C:8]=2[CH:7]=[CH:6][C:5]=1[C:13]([NH:18][CH3:17])=[O:15]. Reported procedure: To a solution of methylamine (0.43 g, 13.9 mmol, prepared from 33% aqueous solution and sodium hydroxide) in acetonitrile (20 mL) was added 4-aminobenzo[d][1,3]dioxole-5-carboxylic acid (1.68 g, 9.3 mmol), N,N′-diisopropylethylamine (3.24 mL, 18.6 mmol) and O-(7-azabenzotriazol-1-yl)-N,N,N′,N″-tetramethyluronium hexafluorophosphate (HATU, 4.28 g, 11.2 mmol). The mixture was stirred at room temperature for 12 hours, and then evaporated. The residue was diluted with dichloromethane, washed by wate...